This data is from the Open Reaction Database (ORD), a public repository of structured organic reaction records. The task is: describe an organic reaction: reactants, conditions, products, and yield Starting materials: ClC1=C(C=CC(=C1)F)F (1-chloro-2,5-difluorobenzene), [N+](=O)([O-])[O-].[K+] (KNO3), ice. Solvent: OS(=O)(=O)O (H2SO4). Run at time 8 hour. Yields the product ClC1=C(C=C(C(=C1)F)[N+](=O)[O-])F (1-Chloro-2,5-difluoro-4-nitrobenzene). The yield is 85.0%. RXN SMILES: [Cl:1][C:2]1[CH:7]=[C:6]([F:8])[CH:5]=[CH:4][C:3]=1[F:9].[N+:10]([O-])([O-:12])=[O:11].[K+]>OS(O)(=O)=O>[Cl:1][C:2]1[CH:7]=[C:6]([F:8])[C:5]([N+:10]([O-:12])=[O:11])=[CH:4][C:3]=1[F:9] |f:1.2|. Reported procedure: To a stirred solution of 1-chloro-2,5-difluorobenzene (0.770 g, 5.18 mmol) in concd H2SO4 (8.0 mL) at 0° C., KNO3.(0.525 g, 5.19 mmol) was added in one lot. The resulting yellow solution was allowed to warm to room temperature and stirred overnight at room temperature. It was then poured into ice (80 g) and extracted with ethyl acetate (75 mL). The ethyl acetate was dried over anhydrous Na2SO4, removed under vacuum and the residue was dried further under vacuum to afford 0.845 g (85%) of title c... The reactants are [Cl-].[Al+3].[Cl-].[Cl-] (aluminium chloride), ClC1=CC=C(C=C1)CC(=O)Cl ((4-chlorophenyl)acetyl chloride), FC1=C(C=CC=C1F)O (2,3-difluorophenol). The solvent is ClCCCl (1,2-dichloroethane), ClCCCl (1,2-dichloroethane), O (water). Conditions: temperature 0 celsius, time 30 minute. The product is ClC1=CC=C(C=C1)CC(=O)C1=C(C(=C(C=C1)F)F)O (2-(4-Chlorophenyl)-1-(3,4-difluoro-2-hydroxy-phenyl)-ethanone). RXN SMILES: [Cl-].[Al+3].[Cl-].[Cl-].[Cl:5][C:6]1[CH:11]=[CH:10][C:9]([CH2:12][C:13](Cl)=[O:14])=[CH:8][CH:7]=1.[F:16][C:17]1[C:22]([F:23])=[CH:21][CH:20]=[CH:19][C:18]=1[OH:24]>ClCCCl.O>[Cl:5][C:6]1[CH:11]=[CH:10][C:9]([CH2:12][C:13]([C:19]2[CH:20]=[CH:21][C:22]([F:23])=[C:17]([F:16])[C:18]=2[OH:24])=[O:14])=[CH:8][CH:7]=1 |f:0.1.2.3|. Procedure details: A mixture of aluminium chloride (7.66 g, 57.4 mmol, 1.5 eq.) and (4-chlorophenyl)acetyl chloride (8.7 g, 46 mmol, 1.2 eq.) in 1,2-dichloroethane (75 ml) is stirred at 0° C. for 30 min. A solution of 2,3-difluorophenol (5 g, 38.4 mmol) in 1,2-dichloroethane (25 ml) is added to the reaction mixture, which is heated in an oil bath at 90° C. overnight. The reaction mixture is cooled to room temperature, diluted with water and extracted with ethyl acetate. The organic phase is dried over anhydrous ma... Starting materials: C(=O)(C(F)(F)F)O (TFA), C(C)(C)(C)OC(=O)N1CCN(CC1)C1=CC(=NO1)C1=CC=2C(CCC(C2C=C1)(C)C)(C)C (4-[3-(5,5,8,8-tetramethyl-5,6,7,8-tetrahydronaphthalen-2-yl)isoxazol-5-yl]piperazine-1-carboxylic acid tert-butyl ester), C(=O)(C(F)(F)F)O (TFA). The solvent is C(Cl)Cl (DCM). The product is CC1(C=2C=CC(=CC2C(CC1)(C)C)C1=NOC(=C1)N1CCNCC1)C (1-[3-(5,5,8,8-tetramethyl-5,6,7,8-tetrahydronaphthalen-2-yl)isoxazol-5-yl]piperazine). Reaction SMILES: C(O)(C(F)(F)F)=O.C(OC([N:15]1[CH2:20][CH2:19][N:18]([C:21]2[O:25][N:24]=[C:23]([C:26]3[CH:35]=[CH:34][C:33]4[C:32]([CH3:37])([CH3:36])[CH2:31][CH2:30][C:29]([CH3:39])([CH3:38])[C:28]=4[CH:27]=3)[CH:22]=2)[CH2:17][CH2:16]1)=O)(C)(C)C>C(Cl)Cl>[CH3:36][C:32]1([CH3:37])[CH2:31][CH2:30][C:29]([CH3:38])([CH3:39])[C:28]2[CH:27]=[C:26]([C:23]3[CH:22]=[C:21]([N:18]4[CH2:17][CH2:16][NH:15][CH2:20][CH2:19]4)[O:25][N:24]=3)[CH:35]=[CH:34][C:33]1=2. Reported procedure: The protecting group was cleaved off as already described using TFA in DCM starting from 27 mg (0.06 mmol) of 4-[3-(5,5,8,8-tetramethyl-5,6,7,8-tetrahydronaphthalen-2-yl)isoxazol-5-yl]piperazine-1-carboxylic acid tert-butyl ester from step d. The product is in the form of the TFA salt. The reactants are CCCCCC (hexane), ClC1=CC(=NC(=C1)C1=CC=C(C=C1)OC(C)C)C1=NC=CC=C1 (4-chloro-6-(4-isopropoxyphenyl)-2,2′-bipyridine), ClC1=CC(=NC(=C1)C1=CC=C(C=C1)OC(C)C)C1=NC=CC=C1 (4-chloro-6-(4-isopropoxyphenyl)-2,2′-bipyridine), [F-].[Cs+] (cesium fluoride), CS(=O)C (DMSO). Solvent: CCOC(=O)C (EtOAc), CCOC(=O)C (EtOAc). Conditions: time 18 hour. Product: FC1=CC(=NC(=C1)C1=CC=C(C=C1)OC(C)C)C1=NC=CC=C1 (4-fluoro-6-(4-isopropoxyphenyl)-2,2′-bipyridine). RXN SMILES: Cl[C:2]1[CH:7]=[C:6]([C:8]2[CH:13]=[CH:12][C:11]([O:14][CH:15]([CH3:17])[CH3:16])=[CH:10][CH:9]=2)[N:5]=[C:4]([C:18]2[CH:23]=[CH:22][CH:21]=[CH:20][N:19]=2)[CH:3]=1.[F-:24].[Cs+].CS(C)=O.CCCCCC>CCOC(C)=O>[F:24][C:2]1[CH:7]=[C:6]([C:8]2[CH:13]=[CH:12][C:11]([O:14][CH:15]([CH3:17])[CH3:16])=[CH:10][CH:9]=2)[N:5]=[C:4]([C:18]2[CH:23]=[CH:22][CH:21]=[CH:20][N:19]=2)[CH:3]=1 |f:1.2|. Procedure details: To a 2 dram vial equipped with a stir bar and charged with 4-chloro-6-(4-isopropoxyphenyl)-2,2′-bipyridine (all material from step 1) was added cesium fluoride (200 mg, 1.32 mmol) and DMSO (0.7 mL). The vial was sealed with a septum cap and then placed in a 140° C. heating block with stirring for 18 h. The reaction mixture was allowed to cool to room temperature. The mixture was transfered to a 125 mL separatory funnel and was diluted with EtOAc (50 mL) and then twice washed with water:brine (25... Starting materials: O(C1=CC=CC=C1)CC(=O)NC1C(N(C1)C(C(=O)OC(C1=CC=CC=C1)C1=CC=CC=C1)=C(C)C)=O (Benzhydryl 2-(3-phenoxyacetamido-2-oxoazetidin-1-yl)-3-methyl-2-butenoate), CCCCCC (hexane). The solvent is C1(=CC=CC=C1)OC (anisole), FC(C(=O)O)(F)F (trifluoroacetic acid). Product: O(C1=CC=CC=C1)CC(=O)NC1C(N(C1)C(C(=O)O)=C(C)C)=O (2-(3-Phenoxyacetamido-2-oxoazetidin-1-yl)-3-methyl-2-butenoic acid). Yield: 35.0%. Reaction SMILES: [O:1]([CH2:8][C:9]([NH:11][CH:12]1[CH2:15][N:14]([C:16](=[C:33]([CH3:35])[CH3:34])[C:17]([O:19]C(C2C=CC=CC=2)C2C=CC=CC=2)=[O:18])[C:13]1=[O:36])=[O:10])[C:2]1[CH:7]=[CH:6][CH:5]=[CH:4][CH:3]=1.CCCCCC>C1(OC)C=CC=CC=1.FC(F)(F)C(O)=O>[O:1]([CH2:8][C:9]([NH:11][CH:12]1[CH2:15][N:14]([C:16](=[C:33]([CH3:34])[CH3:35])[C:17]([OH:19])=[O:18])[C:13]1=[O:36])=[O:10])[C:2]1[CH:3]=[CH:4][CH:5]=[CH:6][CH:7]=1. Reported procedure: Benzhydryl 2-(3-phenoxyacetamido-2-oxoazetidin-1-yl)-3-methyl-2-butenoate (100 mg) was dissolved in a mixture of 2 ml of anisole and 1 ml of trifluoroacetic acid at 0°. After 10 minutes 50 ml of hexane was added. The residue obtained by evaporating the solution in vacuo to dryness was taken up in ethyl acetate and the resulting solution was layered with water. After the pH of the aqueous layer was adjusted to 8.5, the aqueous layer was separated and layered with ethyl acetate. The pH of the aque... Yield: 62.9%. Reactants: C(C1=CC=CC=C1)OC(=O)C(COC1=CC=C(C=C1)CC=1C(NNC1C(C)C)=O)(C)C (4-{[4-(2-benzyloxycarbonyl-2-methyl-propoxy)phenyl]methyl}-1,2-dihydro-5-isopropyl-3H-pyrazol-3-one), CC(=O)OC[C@@H]1[C@H]([C@@H]([C@H]([C@H](O1)Br)OC(=O)C)OC(=O)C)OC(=O)C (acetobromo-α-D-glucose), [OH-].[Na+] (sodium hydroxide). Yields the product C(C)(=O)O[C@H]1[C@@H](O[C@@H]([C@H]([C@@H]1OC(C)=O)OC(C)=O)COC(C)=O)OC1=NNC(=C1CC1=CC=C(C=C1)OCC(C)(C)C(=O)OCC1=CC=CC=C1)C(C)C (3-(2,3,4,6-Tetra-O-acetyl-β-D-glucopyranosyloxy)-4-{[4-(2-benzyloxycarbonyl-2-methylpropoxy)phenyl]methyl}-5-iso-propyl-1H-pyrazole). Run at time 3 hour. RXN SMILES: [CH2:1]([O:8][C:9]([C:11]([CH3:31])([CH3:30])[CH2:12][O:13][C:14]1[CH:19]=[CH:18][C:17]([CH2:20][C:21]2[C:22](=[O:29])[NH:23][NH:24][C:25]=2[CH:26]([CH3:28])[CH3:27])=[CH:16][CH:15]=1)=[O:10])[C:2]1[CH:7]=[CH:6][CH:5]=[CH:4][CH:3]=1.[CH3:32][C:33]([O:35][CH2:36][C@H:37]1[O:42][C@H:41](Br)[C@H:40]([O:44][C:45]([CH3:47])=[O:46])[C@@H:39]([O:48][C:49]([CH3:51])=[O:50])[C@@H:38]1[O:52][C:53]([CH3:55])=[O:54])=[O:34].[OH-].[Na+]>[Cl-].C([N+](CCCC)(CCCC)CCCC)C1C=CC=CC=1.ClCCl>[C:45]([O:44][C@@H:40]1[C@@H:39]([O:48][C:49](=[O:50])[CH3:51])[C@H:38]([O:52][C:53](=[O:54])[CH3:55])[C@@H:37]([CH2:36][O:35][C:33](=[O:34])[CH3:32])[O:42][C@H:41]1[O:29][C:22]1[C:21]([CH2:20][C:17]2[CH:16]=[CH:15][C:14]([O:13][CH2:12][C:11]([C:9]([O:8][CH2:1][C:2]3[CH:7]=[CH:6][CH:5]=[CH:4][CH:3]=3)=[O:10])([CH3:31])[CH3:30])=[CH:19][CH:18]=2)=[C:25]([CH:26]([CH3:27])[CH3:28])[NH:24][N:23]=1)(=[O:46])[CH3:47] |f:2.3,4.5|. Reagents/catalysts: [Cl-].C(C1=CC=CC=C1)[N+](CCCC)(CCCC)CCCC (benzyl-tri(n-butyl)ammonium chloride). Reported procedure: To a solution of 4-{[4-(2-benzyloxycarbonyl-2-methyl-propoxy)phenyl]methyl}-1,2-dihydro-5-isopropyl-3H-pyrazol-3-one (0.25 g), acetobromo-α-D-glucose (0.48 g) and benzyl-tri(n-butyl)ammonium chloride (0.18 g) in dichloromethane (5 mL) was added 5 mol/L aqueous sodium hydroxide solution (0.35 mL), and the mixture was stirred at room temperature for 3 hours. The reaction mixture was purified by column chromatography on aminopropylated silica gel (eluent: n-hexane/ethyl acetate=1/1-1/3) to give the... Solvent: ClCCl (dichloromethane). Reactants: ClCCl, O=C(O)C(F)(F)F, O=C1SC(Cc2ccc(OCCc3cn4ccccc4n3)cc2)C(=O)N1C(c1ccccc1)(c1ccccc1)c1ccccc1. The product is O=C1NC(=O)C(Cc2ccc(OCCc3cn4ccccc4n3)cc2)S1. Reaction SMILES: [CH2:53]([Cl:54])[Cl:55].[OH:46][C:47]([C:48]([F:49])([F:50])[F:51])=[O:52].[n:1]1[c:2]([CH2:10][CH2:11][O:12][c:13]2[cH:14][cH:15][c:16]([CH2:17][CH:18]3[C:19](=[O:43])[N:20]([C:24]([c:25]4[cH:26][cH:27][cH:28][cH:29][cH:30]4)([c:31]4[cH:32][cH:33][cH:34][cH:35][cH:36]4)[c:37]4[cH:38][cH:39][cH:40][cH:41][cH:42]4)[C:21](=[O:23])[S:22]3)[cH:44][cH:45]2)[cH:3][n:4]2[c:5]1[cH:6][cH:7][cH:8][cH:9]2>>[n:1]1[c:2]([CH2:10][CH2:11][O:12][c:13]2[cH:14][cH:15][c:16]([CH2:17][CH:18]3[C:19](=[O:43])[NH:20][C:21](=[O:23])[S:22]3)[cH:44][cH:45]2)[cH:3][n:4]2[c:5]1[cH:6][cH:7][cH:8][cH:9]2. Reactants: BrC=1SC=C(N1)C(=O)O (2-bromo-4-carboxythiazole), 2-bromo-4- and 5-substituted aminocarbonylthiazoles, C(C)(C)(C)N (t-butylamine), amine. Yields the product BrC=1SC=C(N1)C(=O)NC(C)(C)C (2-bromo-4-t-butylaminocarbonylthiazole). Reaction SMILES: [Br:1][C:2]1[S:3][CH:4]=[C:5]([C:7]([OH:9])=O)[N:6]=1.[C:10]([NH2:14])([CH3:13])([CH3:12])[CH3:11]>>[Br:1][C:2]1[S:3][CH:4]=[C:5]([C:7]([NH:14][C:10]([CH3:13])([CH3:12])[CH3:11])=[O:9])[N:6]=1. Procedure: Similarly, 2-bromo-4-t-butylaminocarbonylthiazole is prepared by following the same procedure but using 2-bromo-4-carboxythiazole in place of the 5-position isomer. Similarly, by replacing t-butylamine with the amine reagents set forth in Preparation 2, the corresponding 2-bromo-4- and 5-substituted aminocarbonylthiazoles are respectively prepared. Starting materials: [Al+3], CCOCC, CCOC(=O)CC(C)C=CC1CCCC1, [H-], [H-], [H-], [H-], [Li+], [Na+], [OH-], O. Product: CC(C=CC1CCCC1)CCO. Reaction SMILES: [Al+3:17].[CH3:25][CH2:26][O:27][CH2:28][CH3:29].[CH:1]1([CH:6]=[CH:7][CH:8]([CH2:9][C:10](=[O:11])[O:12][CH2:13][CH3:14])[CH3:15])[CH2:2][CH2:3][CH2:4][CH2:5]1.[H-:16].[H-:19].[H-:20].[H-:21].[Li+:18].[Na+:24].[OH-:23].[OH2:22]>>[CH:1]1([CH:6]=[CH:7][CH:8]([CH2:9][CH2:10][OH:11])[CH3:15])[CH2:2][CH2:3][CH2:4][CH2:5]1. Starting materials: CC#N, CCn1cc(C(=O)O)c(=O)c2ccc(Cl)nc21, C1CNCCN1, O, O, O, O, O, O. The product is CCn1cc(C(=O)O)c(=O)c2ccc(N3CCNCC3)nc21. Reaction SMILES: [CH3:30][C:31]#[N:32].[Cl:1][c:2]1[cH:3][cH:4][c:5]2[c:6](=[O:17])[c:7]([C:14](=[O:15])[OH:16])[cH:8][n:9]([CH2:12][CH3:13])[c:10]2[n:11]1.[NH:24]1[CH2:25][CH2:26][NH:27][CH2:28][CH2:29]1.[OH2:18].[OH2:19].[OH2:20].[OH2:21].[OH2:22].[OH2:23]>>[c:2]1([N:24]2[CH2:25][CH2:26][NH:27][CH2:28][CH2:29]2)[cH:3][cH:4][c:5]2[c:6](=[O:17])[c:7]([C:14](=[O:15])[OH:16])[cH:8][n:9]([CH2:12][CH3:13])[c:10]2[n:11]1.